Dataset: the Open Reaction Database (ORD), a public repository of structured organic reaction records. Task: describe an organic reaction: reactants, conditions, products, and yield Reactants: C(#N)C=1C(=C(C=C2C(C(=CN(C12)C1CC1)C(=O)OCC)=O)F)F (ethyl 8-cyano-1-cyclopropyl-6,7-difluoro-1,4-dihydro-4-oxo-3-quinolinecarboxylate), [C@H]12OCCN[C@H]2CNC1 ((1S,6S)-2-oxa-5,8-diazabicyclo[4.3.0]nonane), Cl (hydrochloric acid), O.[OH-].[Li+] (lithium hydroxide monohydrate). Run in C(C)#N (acetonitrile), C(C)N(CC)CC (triethylamine), O (water). Conditions: time 16 hour. Product: Cl.C(#N)C=1C(=C(C=C2C(C(=CN(C12)C1CC1)C(=O)O)=O)F)N1C[C@@H]2NCCO[C@H]2C1 (8-Cyano-1-cyclopropyl-6-fluoro-7-((1S,6S)-2-oxa-5,8-diazabicyclo[4.3.0]non-8-yl)-1,4-dihydro-4-oxo-3-quinolinecarboxylic Acid Hydrochloride). RXN SMILES: [C:1]([C:3]1[C:4](F)=[C:5]([F:22])[CH:6]=[C:7]2[C:12]=1[N:11]([CH:13]1[CH2:15][CH2:14]1)[CH:10]=[C:9]([C:16]([O:18]CC)=[O:17])[C:8]2=[O:21])#[N:2].[C@H:24]12[CH2:32][NH:31][CH2:30][C@@H:29]1[NH:28][CH2:27][CH2:26][O:25]2.O.[OH-].[Li+].[ClH:36]>C(#N)C.O.C(N(CC)CC)C>[ClH:36].[C:1]([C:3]1[C:4]([N:31]2[CH2:32][C@H:24]3[C@@H:29]([NH:28][CH2:27][CH2:26][O:25]3)[CH2:30]2)=[C:5]([F:22])[CH:6]=[C:7]2[C:12]=1[N:11]([CH:13]1[CH2:14][CH2:15]1)[CH:10]=[C:9]([C:16]([OH:18])=[O:17])[C:8]2=[O:21])#[N:2] |f:2.3.4,9.10|. Reported procedure: 200 mg (0.63 mmol) of ethyl 8-cyano-1-cyclopropyl-6,7-difluoro-1,4-dihydro-4-oxo-3-quinolinecarboxylate are stirred under argon at 40-45° C. for 2 hours with 97 mg (0.75 mmol) of (1S,6S)-2-oxa-5,8-diazabicyclo[4.3.0]nonane and 0.17 ml of triethylamine in 3 ml of acetonitrile. All volatile components are removed in vacuo, the residue is treated with water, insoluble material is filtered off and the filtrate is extracted with dichloromethane. The organic phase is dried over sodium sulphate and the... The reactants are FC(C1=CC=C(C=C1)N1C(OC(C1C(C)C)=O)=O)(F)F (3-(4-trifluoromethylphenyl)-4-isopropyloxazolidine-2,5-dione), C(C1=CC=CC=C1)C1=C(NC=C1)CO (3-benzylpyrrolylmethyl alcohol). Yields the product FC(C1=CC=C(C=C1)NC(C(=O)OCC=1NC=CC1CC1=CC=CC=C1)C(C)C)(F)F (3-benzylpyrrolylmethyl 2-(4-trifluoromethylphenylamino)-3-methylbutanoate). Reaction SMILES: [F:1][C:2]([F:20])([F:19])[C:3]1[CH:8]=[CH:7][C:6]([N:9]2[CH:13]([CH:14]([CH3:16])[CH3:15])[C:12](=[O:17])[O:11][C:10]2=O)=[CH:5][CH:4]=1.[CH2:21]([C:28]1[CH:32]=[CH:31][NH:30][C:29]=1CO)[C:22]1[CH:27]=[CH:26][CH:25]=[CH:24][CH:23]=1>>[F:1][C:2]([F:20])([F:19])[C:3]1[CH:8]=[CH:7][C:6]([NH:9][CH:13]([CH:14]([CH3:16])[CH3:15])[C:12]([O:11][CH2:10][C:29]2[NH:30][CH:31]=[CH:32][C:28]=2[CH2:21][C:22]2[CH:23]=[CH:24][CH:25]=[CH:26][CH:27]=2)=[O:17])=[CH:5][CH:4]=1. Reported procedure: In the same way, 3-(4-trifluoromethylphenyl)-4-isopropyloxazolidine-2,5-dione is reacted with 3-benzylpyrrolylmethyl alcohol to give 3-benzylpyrrolylmethyl 2-(4-trifluoromethylphenylamino)-3-methylbutanoate. The reactants are CC#N, CS(=O)(=O)O, CCOC(C)=O, CCn1c(=O)c(-c2cc(NC(=O)Nc3ccccc3)ccc2Cl)cc2cnc(NC)cc21, O. Product: CS(=O)(=O)O, CCn1c(=O)c(-c2cc(NC(=O)Nc3ccccc3)ccc2Cl)cc2cnc(NC)cc21. RXN SMILES: [CH3:33][C:34]#[N:35].[CH3:36][S:37]([OH:38])(=[O:39])=[O:40].[CH3:42][CH2:43][O:44][C:45]([CH3:46])=[O:47].[Cl:1][c:2]1[c:3](-[c:18]2[c:19](=[O:32])[n:20]([CH2:30][CH3:31])[c:21]3[cH:22][c:23]([NH:28][CH3:29])[n:24][cH:25][c:26]3[cH:27]2)[cH:4][c:5]([NH:8][C:9](=[O:10])[NH:11][c:12]2[cH:13][cH:14][cH:15][cH:16][cH:17]2)[cH:6][cH:7]1.[OH2:41]>>[CH3:36][S:37](=[O:38])(=[O:39])[OH:40].[Cl:1][c:2]1[c:3](-[c:18]2[c:19](=[O:32])[n:20]([CH2:30][CH3:31])[c:21]3[cH:22][c:23]([NH:28][CH3:29])[n:24][cH:25][c:26]3[cH:27]2)[cH:4][c:5]([NH:8][C:9](=[O:10])[NH:11][c:12]2[cH:13][cH:14][cH:15][cH:16][cH:17]2)[cH:6][cH:7]1. Reactants: N12CCN(C(CC1)CC2)C2=CC=C(C=N2)N (6-(1,4-diaza-bicyclo[3.2.2]non-4-yl)-pyridin-3-ylamine), [N+](=O)([O-])C1=CC=C(C(=O)Cl)C=C1 (4-nitrobenzoyl chloride). The product is Cl.N12CCN(C(CC1)CC2)C2=CC=C(C=N2)NC(C2=CC=C(C=C2)[N+](=O)[O-])=O (N-[6-(1,4-Diaza-bicyclo[3.2.2]non-4-yl)-pyridin-3-yl]-4-nitro-benzamide hydrochloric acid salt). As a reaction SMILES: [N:1]12[CH2:9][CH2:8][CH:5]([CH2:6][CH2:7]1)[N:4]([C:10]1[N:15]=[CH:14][C:13]([NH2:16])=[CH:12][CH:11]=1)[CH2:3][CH2:2]2.[N+:17]([C:20]1[CH:28]=[CH:27][C:23]([C:24]([Cl:26])=[O:25])=[CH:22][CH:21]=1)([O-:19])=[O:18]>>[ClH:26].[N:1]12[CH2:7][CH2:6][CH:5]([CH2:8][CH2:9]1)[N:4]([C:10]1[N:15]=[CH:14][C:13]([NH:16][C:24](=[O:25])[C:23]3[CH:22]=[CH:21][C:20]([N+:17]([O-:19])=[O:18])=[CH:28][CH:27]=3)=[CH:12][CH:11]=1)[CH2:3][CH2:2]2 |f:2.3|. Reported procedure: Was prepared according to Method G from 6-(1,4-diaza-bicyclo[3.2.2]non-4-yl)-pyridin-3-ylamine and 4-nitrobenzoyl chloride. Mp. >310° C. (decomp.). Starting materials: material, C(=O)(OC(C)(C)C)N1CCC(CC1)O (N-Boc-4-hydroxypiperidine), material, C(CCC)C=1C=C2C=CC=NC2=C(C1)F (6-butyl-8-fluoroquinoline), Cl (HCl), C(C)(C)O (iso-propyl alcohol), C(CCC)C=1C=C2C=CC=NC2=C(C1)F (6-butyl-8-fluoroquinoline), [Na].C(=O)(OC(C)(C)C)N1CCC(CC1)O (N-Boc-4-hydroxypiperidine sodium salt), CC(C)([O-])C.[Na+] (sodium tert-butoxide), [Cl-].[NH4+] (ammonium chloride). Solvent: C(C)(=O)OCC (ethyl acetate), CN(C)C=O (N,N′-dimethylformamide), CN1C(CCC1)=O (N-methylpyrrolidinone), CN1C(CCC1)=O (N-methylpyrrolidinone), CN1C(CCC1)=O (N-methylpyrrolidinone), O (water), CN1C(CCC1)=O (N-methylpyrrolidinone), C(C)(=O)O (acetic acid). Run at temperature 25 celsius. Product: C(CCC)C=1C=C2C=CC=NC2=C(C1)OC1CCNCC1 (6-Butyl-8-(4-piperidinyloxy)quinoline). The yield is 34.2%. RXN SMILES: C([N:8]1[CH2:13][CH2:12][CH:11]([OH:14])[CH2:10][CH2:9]1)(OC(C)(C)C)=O.CC(C)([O-])C.[Na+].[CH2:21]([C:25]1[CH:26]=[C:27]2[C:32](=[C:33](F)[CH:34]=1)[N:31]=[CH:30][CH:29]=[CH:28]2)[CH2:22][CH2:23][CH3:24].[Na].C(N1CCC(O)CC1)(OC(C)(C)C)=O.[Cl-].[NH4+].Cl.C(O)(C)C>CN1CCCC1=O.CN(C=O)C.O.C(O)(=O)C.C(OCC)(=O)C>[CH2:21]([C:25]1[CH:26]=[C:27]2[C:32](=[C:33]([O:14][CH:11]3[CH2:10][CH2:9][NH:8][CH2:13][CH2:12]3)[CH:34]=1)[N:31]=[CH:30][CH:29]=[CH:28]2)[CH2:22][CH2:23][CH3:24] |f:1.2,4.5,6.7,^1:35|. Reported procedure: Under a nitrogen atmosphere, N-Boc-4-hydroxypiperidine (commercially available, for example, from Aldrich) (11.66 kg, 1.5 eqv) and sodium tert-butoxide (5.5 kg, 1.5 eqv) was charged into a reactor containing N-methylpyrrolidinone (39.25 L, 5 vol) and stirred at approximately 25° C. to obtain a clear solution. In another reactor under a nitrogen atmosphere was charged 6-butyl-8-fluoroquinoline (for example, as obtained from Stage 1) (7.85 kg, 1.0 eqv) and N-methylpyrrolidinone (31.4 L, 4 vol) und... Procedure details: A suspension of 2-acetyl-4-methylpyridine (0.65 g) in N,N-dimethylformamide dimethyl acetal (4 ml) was refluxed for 10 hours and evaporated under reduced pressure. The residue was triturated with diisopropyl ether, filtered and dried under reduced pressure to give 3-dimethylamino-1-(4-methylpyridin-2-yl)prop-2-en-1-one (777 mg). Reactants: C(C)(=O)C1=NC=CC(=C1)C (2-acetyl-4-methylpyridine), COC(N(C)C)OC (N,N-dimethylformamide dimethyl acetal). Reaction SMILES: [C:1]([C:4]1[CH:9]=[C:8]([CH3:10])[CH:7]=[CH:6][N:5]=1)(=[O:3])[CH3:2].CO[CH:13](OC)[N:14]([CH3:16])[CH3:15]>>[CH3:13][N:14]([CH3:16])[CH:15]=[CH:2][C:1]([C:4]1[CH:9]=[C:8]([CH3:10])[CH:7]=[CH:6][N:5]=1)=[O:3]. Product: CN(C=CC(=O)C1=NC=CC(=C1)C)C (3-dimethylamino-1-(4-methylpyridin-2-yl)prop-2-en-1-one). Reactants: ClC(Cl)Cl, Cc1cn(C2CC(O)(N=[N+]=[N-])C(CO)O2)c(=O)[nH]c1=O. Product: Cc1cn(C2CC(O)(N=[N+]=[N-])C(CO)O2)c(=O)n(C)c1=O. As a reaction SMILES: [Cl:21][CH:22]([Cl:23])[Cl:24].[N:1](=[N+:2]=[N-:3])[C:4]1([OH:20])[CH2:5][CH:6]([n:11]2[c:12](=[O:13])[nH:14][c:15](=[O:16])[c:17]([CH3:18])[cH:19]2)[O:7][CH:8]1[CH2:9][OH:10]>>[N:1](=[N+:2]=[N-:3])[C:4]1([OH:20])[CH2:5][CH:6]([n:11]2[c:12](=[O:13])[n:14]([CH3:22])[c:15](=[O:16])[c:17]([CH3:18])[cH:19]2)[O:7][CH:8]1[CH2:9][OH:10]. Isolated yield 89.0%. Procedure: 5-(5-bromo-2-oxo-1,2-dihydroindol-3-ylidenemethyl)-2isopropyl-4-phenyl-1H-pyrrole-3-carboxylic acid (127 mg, 0.28 mmol) was condensed with 3-pyrrolidin-1-yl-propylamine (43 mg, 0.336 mmol) to give 140 mg (66%) of the title compound. Product: N1(CCCC1)CCCNC(=O)C1=C(NC(=C1C1=CC=CC=C1)C=C1C(NC2=CC=C(C=C12)Br)=O)C(C)C (5-(5-Bromo-2-oxo-1,2-dihydroindol-3-ylidenemethyl)-2-isopropyl-4-phenyl-1H-pyrrole-3-carboxylic acid (3-pyrrolidin-1-ylpropyl)amide). The reactants are BrC=1C=C2C(C(NC2=CC1)=O)=CC1=C(C(=C(N1)C(C)C)C(=O)O)C1=CC=CC=C1 (5-(5-bromo-2-oxo-1,2-dihydroindol-3-ylidenemethyl)-2isopropyl-4-phenyl-1H-pyrrole-3-carboxylic acid), N1(CCCC1)CCCN (3-pyrrolidin-1-yl-propylamine). Reaction SMILES: [Br:1][C:2]1[CH:3]=[C:4]2[C:8](=[CH:9][CH:10]=1)[NH:7][C:6](=[O:11])[C:5]2=[CH:12][C:13]1[NH:17][C:16]([CH:18]([CH3:20])[CH3:19])=[C:15]([C:21](O)=[O:22])[C:14]=1[C:24]1[CH:29]=[CH:28][CH:27]=[CH:26][CH:25]=1.[N:30]1([CH2:35][CH2:36][CH2:37][NH2:38])[CH2:34][CH2:33][CH2:32][CH2:31]1>>[N:30]1([CH2:35][CH2:36][CH2:37][NH:38][C:21]([C:15]2[C:14]([C:24]3[CH:29]=[CH:28][CH:27]=[CH:26][CH:25]=3)=[C:13]([CH:12]=[C:5]3[C:4]4[C:8](=[CH:9][CH:10]=[C:2]([Br:1])[CH:3]=4)[NH:7][C:6]3=[O:11])[NH:17][C:16]=2[CH:18]([CH3:20])[CH3:19])=[O:22])[CH2:34][CH2:33][CH2:32][CH2:31]1.